This data is from the Open Reaction Database (ORD), a public repository of structured organic reaction records. The task is: describe an organic reaction: reactants, conditions, products, and yield The reactants are NCC1=NN(C(C2=CC=CC=C12)=O)NC(CC1=CC=C(C=C1)Cl)=O (N-[4-(aminomethyl)-1-oxophthalazin-2(1H)-yl]-2-(4-chlorophenyl)acetamide), C(OCC)(=O)Cl (ethyl carbonochloridate). The product is C(C)OC(NCC1=NN(C(C2=CC=CC=C12)=O)NC(CC1=CC=C(C=C1)Cl)=O)=O (ethyl[(3-{[(4-chlorophenyl)acetyl]amino}-4-oxo-3,4-dihydrophthalazin-1-yl)methyl]carbamate). As a reaction SMILES: [NH2:1][CH2:2][C:3]1[C:12]2[C:7](=[CH:8][CH:9]=[CH:10][CH:11]=2)[C:6](=[O:13])[N:5]([NH:14][C:15](=[O:24])[CH2:16][C:17]2[CH:22]=[CH:21][C:20]([Cl:23])=[CH:19][CH:18]=2)[N:4]=1.[C:25](Cl)(=[O:29])[O:26][CH2:27][CH3:28]>>[CH2:27]([O:26][C:25](=[O:29])[NH:1][CH2:2][C:3]1[C:12]2[C:7](=[CH:8][CH:9]=[CH:10][CH:11]=2)[C:6](=[O:13])[N:5]([NH:14][C:15](=[O:24])[CH2:16][C:17]2[CH:18]=[CH:19][C:20]([Cl:23])=[CH:21][CH:22]=2)[N:4]=1)[CH3:28]. Reported procedure: The product from Example 42 and ethyl carbonochloridate were processed using a method similar to that described in Example 4C to afford the title compound. 1H NMR (300 MHz, CDCl3) δ ppm 8.45 (d, J=7.8 Hz, 1H), 8.14-8.16 (bs, 1H), 7.73-7.97 (m, 3H), 7.30-7.50 (m, 4H), 5.38-5.49 (bs, 1H), 4.69 (d, J=5.4 Hz, 2H), 4.18 (q, J=7.1 Hz, 2H), 3.80-3.82 (m, 2H), 1.27 (t, J=6.2 Hz, 3H); MS (ESI−) M/Z 413 (M−H)−.